This data is from the Open Reaction Database (ORD), a public repository of structured organic reaction records. The task is: describe an organic reaction: reactants, conditions, products, and yield The reactants are C(C)(C)(C)OC(=O)N[C@@H]1C(N(C2C(C(C1)=O)CCCC2)CC(=O)OCC)=O (3-(S)-t-butyloxycarbonylamino-1-ethoxycarbonylmethyl-2,3,4,5,5a,6,7,8,9,9a-decahydro-1H-[1]benzazepin-2,5-dione), [BH4-].[Na+] (sodium borohydride). Solvent: C(C)O (ethanol). The product is C(C)(C)(C)OC(=O)N[C@@H]1C(N(C2C(C(C1)O)CCCC2)CC(=O)OCC)=O (3-(S)-t-butyloxycarbonylamino-1-ethoxycarbonylmethyl-5-hydroxy-2,3,4,5,5a,6,7,8,9,9a-decahydro-1H-[1]benzazepin-2-one). As a reaction SMILES: [C:1]([O:5][C:6]([NH:8][C@H:9]1[CH2:15][C:14](=[O:16])[CH:13]2[CH2:17][CH2:18][CH2:19][CH2:20][CH:12]2[N:11]([CH2:21][C:22]([O:24][CH2:25][CH3:26])=[O:23])[C:10]1=[O:27])=[O:7])([CH3:4])([CH3:3])[CH3:2].[BH4-].[Na+]>C(O)C>[C:1]([O:5][C:6]([NH:8][C@H:9]1[CH2:15][CH:14]([OH:16])[CH:13]2[CH2:17][CH2:18][CH2:19][CH2:20][CH:12]2[N:11]([CH2:21][C:22]([O:24][CH2:25][CH3:26])=[O:23])[C:10]1=[O:27])=[O:7])([CH3:4])([CH3:3])[CH3:2] |f:1.2|. Procedure details: A solution of 3-(S)-t-butyloxycarbonylamino-1-ethoxycarbonylmethyl-2,3,4,5,5a,6,7,8,9,9a-decahydro-1H-[1]benzazepin-2,5-dione (2.7 g) and sodium borohydride (0.2 g) in ethanol (100 ml) is stirred at room temperature for 18 hours. The solvent is removed under reduced pressure, and the residue dissolved in dichloromethane (100 ml). The solution is extracted with ice-cold 2N HCl (2×50 ml) and saturated brine (50 ml) and dried over sodium sulfate. The solvent is removed under reduced pressure and th... Starting materials: N#CC1c2cc(OCc3ccccc3)cc(OCc3ccccc3)c2C=CN1C(=O)c1ccccc1, COc1cc(CCl)cc(OC)c1OC, CN(C)C=O, [H-], [Na+]. The product is COc1cc(CC2(C#N)c3cc(OCc4ccccc4)cc(OCc4ccccc4)c3C=CN2C(=O)c2ccccc2)cc(OC)c1OC. As a reaction SMILES: [C:3]([c:4]1[cH:5][cH:6][cH:7][cH:8][cH:9]1)(=[O:10])[N:11]1[CH:12]([C:37]#[N:38])[c:13]2[cH:14][c:15]([O:29][CH2:30][c:31]3[cH:32][cH:33][cH:34][cH:35][cH:36]3)[cH:16][c:17]([O:21][CH2:22][c:23]3[cH:24][cH:25][cH:26][cH:27][cH:28]3)[c:18]2[CH:19]=[CH:20]1.[CH3:39][O:40][c:41]1[cH:42][c:43]([CH2:44][Cl:45])[cH:46][c:47]([O:51][CH3:52])[c:48]1[O:49][CH3:50].[CH3:53][N:54]([CH3:55])[CH:56]=[O:57].[H-:1].[Na+:2]>>[C:3]([c:4]1[cH:5][cH:6][cH:7][cH:8][cH:9]1)(=[O:10])[N:11]1[C:12]([C:37]#[N:38])([CH2:44][c:43]2[cH:42][c:41]([O:40][CH3:39])[c:48]([O:49][CH3:50])[c:47]([O:51][CH3:52])[cH:46]2)[c:13]2[cH:14][c:15]([O:29][CH2:30][c:31]3[cH:32][cH:33][cH:34][cH:35][cH:36]3)[cH:16][c:17]([O:21][CH2:22][c:23]3[cH:24][cH:25][cH:26][cH:27][cH:28]3)[c:18]2[CH:19]=[CH:20]1. The reactants are O=C([O-])[O-], COc1ccc(-c2c(-c3ccccc3)oc3ncnc(Cl)c23)cc1, [Cs+], [Cs+], CN(C)C=O, Oc1cccc(O)c1. Product: COc1ccc(-c2c(-c3ccccc3)oc3ncnc(Oc4cccc(O)c4)c23)cc1. As a reaction SMILES: [C:33](=[O:34])([O-:35])[O-:36].[Cl:1][c:2]1[c:3]2[c:4]([n:5][cH:6][n:7]1)[o:8][c:9](-[c:19]1[cH:20][cH:21][cH:22][cH:23][cH:24]1)[c:10]2-[c:11]1[cH:12][cH:13][c:14]([O:17][CH3:18])[cH:15][cH:16]1.[Cs+:37].[Cs+:38].[O:39]=[CH:40][N:41]([CH3:42])[CH3:43].[OH:25][c:26]1[cH:27][cH:28][cH:29][c:30]([OH:31])[cH:32]1>>[c:2]1([O:25][c:26]2[cH:27][cH:28][cH:29][c:30]([OH:31])[cH:32]2)[c:3]2[c:4]([n:5][cH:6][n:7]1)[o:8][c:9](-[c:19]1[cH:20][cH:21][cH:22][cH:23][cH:24]1)[c:10]2-[c:11]1[cH:12][cH:13][c:14]([O:17][CH3:18])[cH:15][cH:16]1. Starting materials: COCC(N)COC, CCO, CCN(C)C, O=S(=O)(O)Cl, Cc1ncc(-c2ccnc(Nc3ccccc3)n2)n1C, O=S(Cl)Cl. The product is COCC(COC)NS(=O)(=O)c1ccc(Nc2nccc(-c3cnc(C)n3C)n2)cc1. Reaction SMILES: [CH3:26][O:27][CH2:28][CH:29]([CH2:30][O:31][CH3:32])[NH2:33].[CH3:38][CH2:39][OH:40].[CH3:41][N:42]([CH3:43])[CH2:44][CH3:45].[Cl:1][S:2](=[O:3])(=[O:4])[OH:5].[NH:6]([c:7]1[cH:8][cH:9][cH:10][cH:11][cH:12]1)[c:13]1[n:14][cH:15][cH:16][c:17](-[c:19]2[cH:20][n:21][c:22]([CH3:25])[n:23]2[CH3:24])[n:18]1.[S:34]([Cl:35])([Cl:36])=[O:37]>>[S:2](=[O:3])(=[O:5])([c:10]1[cH:9][cH:8][c:7]([NH:6][c:13]2[n:14][cH:15][cH:16][c:17](-[c:19]3[cH:20][n:21][c:22]([CH3:25])[n:23]3[CH3:24])[n:18]2)[cH:12][cH:11]1)[NH:33][CH:29]([CH2:28][O:27][CH3:26])[CH2:30][O:31][CH3:32].